Dataset: the Open Reaction Database (ORD), a public repository of structured organic reaction records. Task: describe an organic reaction: reactants, conditions, products, and yield The reactants are CC(C)(C#N)c1cccc(Br)c1, CCO, O, O=S(=O)(O)O. Product: CCOC(=O)C(C)(C)c1cccc(Br)c1. RXN SMILES: [Br:1][c:2]1[cH:3][c:4]([C:8]([C:9]#[N:10])([CH3:11])[CH3:12])[cH:5][cH:6][cH:7]1.[CH3:18][CH2:19][OH:20].[OH2:21].[S:13]([OH:14])(=[O:15])(=[O:16])[OH:17]>>[Br:1][c:2]1[cH:3][c:4]([C:8]([C:9](=[O:14])[O:20][CH2:19][CH3:18])([CH3:11])[CH3:12])[cH:5][cH:6][cH:7]1. RXN SMILES: [CH3:1][O:2][C:3]([CH2:4][O:5][c:6]1[c:7]2[c:8](=[O:31])[c:9]([CH2:19][c:20]3[cH:21][cH:22][c:23]([C:26]([CH:27]([CH3:28])[CH3:29])=[O:30])[cH:24][cH:25]3)[c:10]([CH2:17][CH3:18])[nH:11][c:12]2[c:13]([Cl:16])[cH:14][cH:15]1)=[O:32].[Cl:33][CH:34]([F:35])[F:36]>>[CH3:1][O:2][C:3]([CH2:4][O:5][c:6]1[c:7]2[c:8]([O:31][CH:34]([F:35])[F:36])[c:9]([CH2:19][c:20]3[cH:21][cH:22][c:23]([C:26]([CH:27]([CH3:28])[CH3:29])=[O:30])[cH:24][cH:25]3)[c:10]([CH2:17][CH3:18])[n:11][c:12]2[c:13]([Cl:16])[cH:14][cH:15]1)=[O:32]. Starting materials: CCc1[nH]c2c(Cl)ccc(OCC(=O)OC)c2c(=O)c1Cc1ccc(C(=O)C(C)C)cc1, FC(F)Cl. The product is CCc1nc2c(Cl)ccc(OCC(=O)OC)c2c(OC(F)F)c1Cc1ccc(C(=O)C(C)C)cc1. The reactants are COC(C(CN(NC(=O)OC(C)(C)C)CC1=CC=C(C=C1)C1=CC(=CC=C1)F)(C)O)=O (3-[N′-t-Butoxycarbonyl-N-(3′-fluorobiphenyl-4-ylmethyl)-hydrazino]-2-hydroxy-2-methyl-propionic acid methyl ester), O.[OH-].[Li+] (lithium hydroxide monohydrate), CCN=C=NCCCN(C)C (EDCI), OC1=NOC(=C1)C(=O)O (3-Hydroxyisoxazole-5-carboxylic acid), C1=CC2=C(N=C1)N(N=N2)O (HOAt), C(=O)(C(F)(F)F)O (TFA), CCN(C(C)C)C(C)C (DIPEA). The solvent is C(Cl)Cl (DCM), O (water), C1CCOC1 (THF), CN(C)C=O (DMF), CN(C)C=O (DMF), CN(C)C=O (DMF). Yields the product FC=1C=C(C=CC1)C1=CC=C(C=C1)CN(NC(=O)C1=CC(=NO1)O)CC(C(=O)O)(C)O (3-[N-(3′-Fluorobiphenyl-4-ylmethyl)-N′-(3-hydroxy-isoxazole-5-carbonyl)-hydrazino]-2-hydroxy-2-methyl-propionic Acid). Isolated yield 0.0%. As a reaction SMILES: C[O:2][C:3](=[O:31])[C:4]([OH:30])([CH3:29])[CH2:5][N:6]([CH2:15][C:16]1[CH:21]=[CH:20][C:19]([C:22]2[CH:27]=[CH:26][CH:25]=[C:24]([F:28])[CH:23]=2)=[CH:18][CH:17]=1)[NH:7]C(OC(C)(C)C)=O.C(O)(C(F)(F)F)=O.[OH:39][C:40]1[CH:44]=[C:43]([C:45](O)=[O:46])[O:42][N:41]=1.C1C=NC2N(O)N=NC=2C=1.CCN=C=NCCCN(C)C.CCN(C(C)C)C(C)C.O.[OH-].[Li+]>C(Cl)Cl.CN(C=O)C.C1COCC1.O>[F:28][C:24]1[CH:23]=[C:22]([C:19]2[CH:20]=[CH:21][C:16]([CH2:15][N:6]([CH2:5][C:4]([OH:30])([CH3:29])[C:3]([OH:2])=[O:31])[NH:7][C:45]([C:43]3[O:42][N:41]=[C:40]([OH:39])[CH:44]=3)=[O:46])=[CH:17][CH:18]=2)[CH:27]=[CH:26][CH:25]=1 |f:6.7.8|. Reported procedure: 3-[N′-t-Butoxycarbonyl-N-(3′-fluorobiphenyl-4-ylmethyl)-hydrazino]-2-hydroxy-2-methyl-propionic acid methyl ester (100 mg, 231 mmol, 1.0 eq.) was dissolved in DCM (2.0 mL). TFA (2.0 mL) was added and the mixture was stirred at room temperature until the reaction was complete (˜45 minutes). The mixture was then concentrated. 3-Hydroxyisoxazole-5-carboxylic acid (38.8 mg, 300 mmol, 1.3 eq.) and 1 HOAt (40.9 mg, 300 μmol, 1.3 eq.) were dissolved in DMF (2 mL) of DMF, then EDCI (53.2 μL) was added f...